This data is from the Open Reaction Database (ORD), a public repository of structured organic reaction records. The task is: describe an organic reaction: reactants, conditions, products, and yield Starting materials: ClC=1C(=NSN1)C=1C=NC=CC1 (3-(4-chloro-1,2,5-thiadiazol-3-yl)pyridine), CI (methyl iodide). Solvent: CC(=O)C (acetone). Yields the product [I-].ClC=1C(=NSN1)C=1C=[N+](C=CC1)C (3-(4-chloro-1,2,5-thiadiazol-3-yl)-1-methylpyridinium iodide). Yield: 100.1%. As a reaction SMILES: [Cl:1][C:2]1[C:3]([C:7]2[CH:8]=[N:9][CH:10]=[CH:11][CH:12]=2)=[N:4][S:5][N:6]=1.[CH3:13][I:14]>CC(C)=O>[I-:14].[Cl:1][C:2]1[C:3]([C:7]2[CH:8]=[N+:9]([CH3:13])[CH:10]=[CH:11][CH:12]=2)=[N:4][S:5][N:6]=1 |f:3.4|. Procedure details: A solution of 3-(4-chloro-1,2,5-thiadiazol-3-yl)pyridine (1.98 g, 10 mmol) and methyl iodide (4.25 g, 30 mmol) in acetone (10 ml) was stirred at room temperature for 16 h. The precipitate was collected by filtration to yield 3.40 g (100%) of the title compound. The reactants are CI, CN(C)C=O, [H-], [Na+], O, O=c1[nH]c2cccc3c2n1CCC3. The product is Cn1c(=O)n2c3c(cccc31)CCC2. Reaction SMILES: [CH3:16][I:17].[CH3:19][N:20]([CH3:21])[CH:22]=[O:23].[H-:1].[Na+:2].[OH2:18].[nH:3]1[c:4](=[O:15])[n:5]2[c:14]3[c:9]([cH:10][cH:11][cH:12][c:13]13)[CH2:8][CH2:7][CH2:6]2>>[n:3]1([CH3:16])[c:4](=[O:15])[n:5]2[c:14]3[c:9]([cH:10][cH:11][cH:12][c:13]13)[CH2:8][CH2:7][CH2:6]2. Starting materials: CCOC(=O)c1cc2c(CO)cccn2n1, CC(C)=O, CC(C)O. Yields the product CCOC(=O)c1cc2c(C(=O)O)cccn2n1. Reaction SMILES: [CH2:1]([CH3:2])[O:3][C:4](=[O:5])[c:6]1[n:7][n:8]2[c:9]([c:10]([CH2:14][OH:15])[cH:11][cH:12][cH:13]2)[cH:16]1.[CH3:17][C:18]([CH3:19])=[O:20].[CH:21]([OH:22])([CH3:23])[CH3:24]>>[CH2:1]([CH3:2])[O:3][C:4](=[O:5])[c:6]1[n:7][n:8]2[c:9]([c:10]([C:14](=[O:15])[OH:20])[cH:11][cH:12][cH:13]2)[cH:16]1.